From a dataset of the Open Reaction Database (ORD), a public repository of structured organic reaction records. describe an organic reaction: reactants, conditions, products, and yield Starting materials: CN1CCCC1=O, CCOC(C)=O, CCN(C(C)C)C(C)C, N#Cc1cc2c(Cl)ccnc2cc1OCc1ccccc1, C1CCOC1, COc1ccc(NC(=O)Nc2ccc(O)cc2)cc1. Yields the product COc1ccc(NC(=O)Nc2ccc(Oc3ccnc4cc(OCc5ccccc5)c(C#N)cc34)cc2)cc1. Reaction SMILES: [CH3:1][N:2]1[CH2:3][CH2:4][CH2:5][C:6]1=[O:7].[CH3:57][CH2:58][O:59][C:60](=[O:61])[CH3:62].[CH:8]([N:9]([CH:10]([CH3:11])[CH3:12])[CH2:13][CH3:14])([CH3:15])[CH3:16].[Cl:36][c:37]1[cH:38][cH:39][n:40][c:41]2[cH:42][c:43]([O:49][CH2:50][c:51]3[cH:52][cH:53][cH:54][cH:55][cH:56]3)[c:44]([C:47]#[N:48])[cH:45][c:46]12.[O:63]1[CH2:64][CH2:65][CH2:66][CH2:67]1.[OH:17][c:18]1[cH:19][cH:20][c:21]([NH:24][C:25](=[O:26])[NH:27][c:28]2[cH:29][cH:30][c:31]([O:34][CH3:35])[cH:32][cH:33]2)[cH:22][cH:23]1>>[O:17]([c:18]1[cH:19][cH:20][c:21]([NH:24][C:25](=[O:26])[NH:27][c:28]2[cH:29][cH:30][c:31]([O:34][CH3:35])[cH:32][cH:33]2)[cH:22][cH:23]1)[c:37]1[cH:38][cH:39][n:40][c:41]2[cH:42][c:43]([O:49][CH2:50][c:51]3[cH:52][cH:53][cH:54][cH:55][cH:56]3)[c:44]([C:47]#[N:48])[cH:45][c:46]12. Starting materials: S(O)(O)(=O)=O (sulfuric acid), ice water, solution, CN1C(=C(C(=C1)C)C(=O)OCC)CC(=O)OCC (ethyl 1,4-dimethyl-3-ethoxycarbonylpyrrole-2-acetate), C(C)O (ethanol). Run in C1(=CC=CC=C1)C (toluene), C1(=CC=CC=C1)C (toluene). Reaction conditions: temperature 5 celsius, time 20 minute. Product: CN1C(=CC(=C1)C)CC(=O)OCC (ethyl 1,4-dimethylpyrrole-2-acetate). Isolated yield 78.0%. Reaction SMILES: [CH3:1][N:2]1[CH:6]=[C:5]([CH3:7])[C:4](C(OCC)=O)=[C:3]1[CH2:13][C:14]([O:16][CH2:17][CH3:18])=[O:15].C(O)C.S(=O)(=O)(O)O>C1(C)C=CC=CC=1>[CH3:1][N:2]1[CH:6]=[C:5]([CH3:7])[CH:4]=[C:3]1[CH2:13][C:14]([O:16][CH2:17][CH3:18])=[O:15]. Procedure details: To 50 grams of a solution of 20% ethyl 1,4-dimethyl-3-ethoxycarbonylpyrrole-2-acetate (10 grams, 40 mmoles) in toluene containing 2.4 ml of absolute ethanol (1.9 grams, 41 mmoles) were added, dropwise, over 20 minutes, 8.6 ml of 96% sulfuric acid (15 grams, 160 mmoles, containing 0.63 gram, 35 mmoles of water). During the addition, the temperature of the reaction mixture rose to about 50° C., and the mixture became heterogeneous. The reaction mixture was then heated in an oil bath at 75°-80° C. ... Starting materials: ClC1=CC2=C(NC([C@@H](N=C2C2=CC3=C(NC(N3C)=O)C=C2)CC2=C(C=CC=C2)Cl)=O)C=C1 ((S)-7-chloro-3-(2-chlorobenzyl)-5-(3-methyl-2-oxo-2,3-dihydro-1H-benzo[d]imidazol-5-yl)-1H-benzo[e][1,4]diazepin-2(3H)-one), ClC1=C(C[C@H](N)C(=O)O)C=CC=C1 ((S)-2-chlorophenylalanine). The solvent is C(Cl)(Cl)Cl (CHCl3). The product is ClC1=CC2=C(NC([C@H](N=C2C2=CC3=C(NC(N3C)=O)C=C2)CC2=C(C=CC=C2)Cl)=O)C=C1 ((R)-7-Chloro-3-(2-chlorobenzyl)-5-(3-methyl-2-oxo-2,3-dihydro-1H-benzo[d]imidazol-5-yl)-1H-benzo[e][1,4]diazepin-2(3H)-one). RXN SMILES: [Cl:1][C:2]1[CH:32]=[CH:31][C:5]2[NH:6][C:7](=[O:30])[C@H:8]([CH2:22][C:23]3[CH:28]=[CH:27][CH:26]=[CH:25][C:24]=3[Cl:29])[N:9]=[C:10]([C:11]3[CH:21]=[CH:20][C:14]4[NH:15][C:16](=[O:19])[N:17]([CH3:18])[C:13]=4[CH:12]=3)[C:4]=2[CH:3]=1.ClC1C=CC=CC=1C[C@@H](C(O)=O)N>C(Cl)(Cl)Cl>[Cl:1][C:2]1[CH:32]=[CH:31][C:5]2[NH:6][C:7](=[O:30])[C@@H:8]([CH2:22][C:23]3[CH:28]=[CH:27][CH:26]=[CH:25][C:24]=3[Cl:29])[N:9]=[C:10]([C:11]3[CH:21]=[CH:20][C:14]4[NH:15][C:16](=[O:19])[N:17]([CH3:18])[C:13]=4[CH:12]=3)[C:4]=2[CH:3]=1. Reported procedure: The following compounds were prepared based on the above general procedures: For example, compound (S)-7-chloro-3-(2-chlorobenzyl)-5-(3-methyl-2-oxo-2,3-dihydro-1H-benzo[d]imidazol-5-yl)-1H-benzo[e][1,4]diazepin-2(3H)-one (IV-2) was prepared by using (S)-2-chlorophenylalanine in place of (R)-2-chlorophenylalanineL Optical rotation data: C=1.0 (CHCl3), [α]D=−62°; MS (m/z): 465.1, 467.1; 1H NMR (d6-DMSO) δ 11.08 (s, 1H), 10.75 (s, 1H), 7.63 (m, 1H), 7.53 (m, 1H), 7.40 (m, 1H), 7.33-7.23 (m, 4H), 7... Starting materials: ClC1=CC(N(C(N1C)=O)C)=O (6-chloro-1,3-dimethyluracil), Cl (hydrochloric acid), C(CC#N)#N (malononitrile), [H-].[Na+] (sodium hydride), paraffin. Run in O (water), O1CCCC1 (tetrahydrofuran). Yields the product C(#N)C(C1=CC(N(C(N1C)=O)C)=O)C#N (6-dicyanomethyl-1,3-dimethyluracil). Yield: 63.2%. Reaction SMILES: [C:1](#[N:5])[CH2:2][C:3]#[N:4].[H-].[Na+].Cl[C:9]1[N:14]([CH3:15])[C:13](=[O:16])[N:12]([CH3:17])[C:11](=[O:18])[CH:10]=1.Cl>O.O1CCCC1>[C:3]([CH:2]([C:1]#[N:5])[C:9]1[N:14]([CH3:15])[C:13](=[O:16])[N:12]([CH3:17])[C:11](=[O:18])[CH:10]=1)#[N:4] |f:1.2|. Procedure details: Then, to a solution comprising of 100 ml of a tetrahydrofuran and 6.6 g (0.1 mole) of malononitrile was added 4.0 g (0.1 mole) of 60 wt% sodium hydride in nujol (paraffin oil) under ice-cooling, and, after adding thereto 17 g (0.1 mole) of 6-chloro-1,3-dimethyluracil, the mixture was stirred for 5 hours at room temperature. The reaction mixture thus obtained was mixed with 100 ml of water, neutralized with concentrated hydrochloric acid, and thereafter extracted with 200 ml of ethyl acetate. The... Reactants: CN (methylamine), [H][H] (hydrogen), O=C1CC2N(C3=C(CC4=C2C=CC=C4)C=CC=C3)CC1 (2-keto-1,2,3,4,10,14b-hexahydro-pyridino[ 1,2-a] -dibenzo[c,f]-azepine), [H][H] (hydrogen). Reagents/catalysts: [Pd] (palladium). Run in C(C)O (ethanol). The product is CNC1CC2N(C3=C(CC4=C2C=CC=C4)C=CC=C3)CC1 (2-methylamino-1,2,3,4,10,14b-hexahydro-pyridino[ 1,2-a]-dibenzo[c,f]-azepine). RXN SMILES: O=[C:2]1[CH2:20][CH2:19][N:5]2[C:6]3[CH:18]=[CH:17][CH:16]=[CH:15][C:7]=3[CH2:8][C:9]3[CH:14]=[CH:13][CH:12]=[CH:11][C:10]=3[CH:4]2[CH2:3]1.[CH3:21][NH2:22].[H][H]>C(O)C.[Pd]>[CH3:21][NH:22][CH:2]1[CH2:20][CH2:19][N:5]2[C:6]3[CH:18]=[CH:17][CH:16]=[CH:15][C:7]=3[CH2:8][C:9]3[CH:14]=[CH:13][CH:12]=[CH:11][C:10]=3[CH:4]2[CH2:3]1. Procedure details: 1 g of 2-keto-1,2,3,4,10,14b-hexahydro-pyridino[ 1,2-a] -dibenzo[c,f]-azepine is dissolved in 100 ml of ethanol, after which 10 ml of methylamine and 200 mg of palladium (10%) on charcoal are added. Then hydrogen is passed through this mixture until no hydrogen is absorbed any longer. Starting materials: COC1=C(C=CC=C1)N1CCNCC1 (1-(2-methoxyphenyl)piperazine), C1(=C(C=CC=C1)CN1CCN(CC1)C1=CC=CC=C1)C1=CC=CC=C1 (1-(biphenyl-2-ylmethyl)-4-phenylpiperazine), C=1(C(=CC=CC1)C=O)C1=CC=CC=C1 (biphenyl-2-carbaldehyde), [BH-](OC(=O)C)(OC(=O)C)OC(=O)C.[Na+] (NaBH(OAc)3). Product: C1(=C(C=CC=C1)CN1CCN(CC1)C1=C(C=CC=C1)OC)C1=CC=CC=C1 (1-(biphenyl-2-ylmethyl)-4-(2-methoxyphenyl)piperazine). RXN SMILES: [CH3:1][O:2][C:3]1[CH:8]=[CH:7][CH:6]=[CH:5][C:4]=1[N:9]1[CH2:14][CH2:13][NH:12][CH2:11][CH2:10]1.[C:15]1([C:23]2[CH:28]=[CH:27][CH:26]=[CH:25][CH:24]=2)[C:16]([CH:21]=O)=[CH:17][CH:18]=[CH:19][CH:20]=1.[BH-](OC(C)=O)(OC(C)=O)OC(C)=O.[Na+].C1(C2C=CC=CC=2)C=CC=CC=1CN1CCN(C2C=CC=CC=2)CC1>>[C:15]1([C:23]2[CH:24]=[CH:25][CH:26]=[CH:27][CH:28]=2)[CH:20]=[CH:19][CH:18]=[CH:17][C:16]=1[CH2:21][N:12]1[CH2:13][CH2:14][N:9]([C:4]2[CH:5]=[CH:6][CH:7]=[CH:8][C:3]=2[O:2][CH3:1])[CH2:10][CH2:11]1 |f:2.3|. Procedure: 74 mg of the target compound (0.21 mmol, 37.5%) was obtained using 1-(2-methoxyphenyl)piperazine (211 mg, 1.10 mmol), biphenyl-2-carbaldehyde (100 mg, 0.55 mmol) and NaBH(OAc)3 (355 mg, 1.65 mmol) according to the synthesis method of Compound 1.